This data is from the Open Reaction Database (ORD), a public repository of structured organic reaction records. The task is: describe an organic reaction: reactants, conditions, products, and yield Starting materials: [H][H] (hydrogen), ClC1=CC=C(C=C1)C(CC#N)P(OCC)(=O)C(OCC)OCC (ethyl 1-(4-chlorophenyl)-2-cyanoethyl(diethoxymethyl)phosphinate), solution, N (ammonia). Reagents/catalysts: [Ni] (Raney Nickel). Run in C(C)O (ethanol), C(C)O (ethanol). Yields the product NCCC(C1=CC=C(C=C1)Cl)P(OCC)(=O)C(OCC)OCC (ethyl 3-amino-1-(4-chlorophenyl)propyl(diethoxymethyl)phosphinate). As a reaction SMILES: [Cl:1][C:2]1[CH:7]=[CH:6][C:5]([CH:8]([P:12]([CH:17]([O:21][CH2:22][CH3:23])[O:18][CH2:19][CH3:20])(=[O:16])[O:13][CH2:14][CH3:15])[CH2:9][C:10]#[N:11])=[CH:4][CH:3]=1.N.[H][H]>C(O)C.[Ni]>[NH2:11][CH2:10][CH2:9][CH:8]([P:12]([CH:17]([O:21][CH2:22][CH3:23])[O:18][CH2:19][CH3:20])(=[O:16])[O:13][CH2:14][CH3:15])[C:5]1[CH:4]=[CH:3][C:2]([Cl:1])=[CH:7][CH:6]=1. Procedure details: A solution of 20 g of ethyl 1-(4-chlorophenyl)-2-cyanoethyl(diethoxymethyl)phosphinate in 85 ml of ethanol is added to 131 g of an 8% solution of ammonia in ethanol. To this are added 8.5 ml of Raney Nickel and the resulting mixture is hydrogenated at 1 bar until the theoretical amount of hydrogen has been taken up. The mixture is then filtered, the filtrate is concentrated under reduced pressure and the crude product is distilled under reduced pressure to give ethyl 3-amino-1-(4-chlorophenyl)pr... Starting materials: C(C1=CC=CC=C1)OC=1C=C(C2=C(NC(CO2)=O)C1)C(C(O)OCC)=O (6-benzyloxy-8-(2-ethoxy-2-hydroxyacetyl)-4H-benzo[1,4]oxazin-3-one), NC(CCN1C(OC(C2=C1C=C(C=C2)F)(CC)CC)=O)(C)C (1-(3-amino-3-methylbutyl)-4,4-diethyl-7-fluoro-1,4-dihydrobenzo[d][1,3]oxazin-2-one), [BH4-].[Li+] (lithium borohydride). Run in O (water), ClCCl (dichloromethane), C1CCOC1 (THF). Conditions: temperature 5 celsius, time 1 hour. The product is C(C1=CC=CC=C1)OC=1C=C(C2=C(NC(CO2)=O)C1)C(CNC(CCN1C(OC(C2=C1C=C(C=C2)F)(CC)CC)=O)(C)C)O (1-{3-[2-(6-benzyloxy-3-oxo-3,4-dihydro-2H-benzo[1,4]oxazin-8-yl)-2-hydroxyethylamino]-3-methylbutyl}-4,4-diethyl-7-fluoro-1,4-dihydrobenzo[d][1,3]oxazin-2-one). RXN SMILES: [CH2:1]([O:8][C:9]1[CH:10]=[C:11]([C:20](=[O:26])[CH:21](OCC)O)[C:12]2[O:17][CH2:16][C:15](=[O:18])[NH:14][C:13]=2[CH:19]=1)[C:2]1[CH:7]=[CH:6][CH:5]=[CH:4][CH:3]=1.[NH2:27][C:28]([CH3:48])([CH3:47])[CH2:29][CH2:30][N:31]1[C:36]2[CH:37]=[C:38]([F:41])[CH:39]=[CH:40][C:35]=2[C:34]([CH2:44][CH3:45])([CH2:42][CH3:43])[O:33][C:32]1=[O:46].[BH4-].[Li+]>C1COCC1.O.ClCCl>[CH2:1]([O:8][C:9]1[CH:10]=[C:11]([CH:20]([OH:26])[CH2:21][NH:27][C:28]([CH3:48])([CH3:47])[CH2:29][CH2:30][N:31]2[C:36]3[CH:37]=[C:38]([F:41])[CH:39]=[CH:40][C:35]=3[C:34]([CH2:44][CH3:45])([CH2:42][CH3:43])[O:33][C:32]2=[O:46])[C:12]2[O:17][CH2:16][C:15](=[O:18])[NH:14][C:13]=2[CH:19]=1)[C:2]1[CH:3]=[CH:4][CH:5]=[CH:6][CH:7]=1 |f:2.3|. Procedure details: A solution of 232 mg (0.649 mmol) of 6-benzyloxy-8-(2-ethoxy-2-hydroxyacetyl)-4H-benzo[1,4]oxazin-3-one and 200 mg (0.649 mmol) of 1-(3-amino-3-methylbutyl)-4,4-diethyl-7-fluoro-1,4-dihydrobenzo[d][1,3]oxazin-2-one in absolute THF (5 mL) is stirred for 2.5 hours at RT. The mixture is cooled to 5° C., combined with 60 mg (2.755 mmol) lithium borohydride, heated to RT, and stirred for 1 hour. The mixture is again cooled to 5° C. and slowly diluted with 15 mL of water and 20 mL of dichloromethane. ... Reactants: solid, O1COC2=C1C=CC=C2N2CCN(CC2)CC[C@@H]2CC[C@H](CC2)NC([C@@H](C(C)C)O)=O ((R)-trans-N-{4-[2-(4-Benzo[1,3]dioxol-4-yl-piperazin-1-yl)-ethyl]-cyclohexyl}-2-hydroxy-3-methyl-butyramide), CI (methyl iodide). The product is O1COC2=C1C=CC=C2N2CCN(CC2)CC[C@@H]2CC[C@H](CC2)NC([C@@H](C(C)C)OC)=O ((R)-trans-N-{4-[2-(4-Benzo[1,3]dioxol-4-yl-piperazin-1-yl)-ethyl]-cyclohexyl}-2-methoxy-3-methyl-butyramide). Reaction SMILES: [O:1]1[C:5]2[CH:6]=[CH:7][CH:8]=[C:9]([N:10]3[CH2:15][CH2:14][N:13]([CH2:16][CH2:17][C@H:18]4[CH2:23][CH2:22][C@H:21]([NH:24][C:25](=[O:31])[C@H:26]([OH:30])[CH:27]([CH3:29])[CH3:28])[CH2:20][CH2:19]4)[CH2:12][CH2:11]3)[C:4]=2[O:3][CH2:2]1.[CH3:32]I>>[O:1]1[C:5]2[CH:6]=[CH:7][CH:8]=[C:9]([N:10]3[CH2:15][CH2:14][N:13]([CH2:16][CH2:17][C@H:18]4[CH2:19][CH2:20][C@H:21]([NH:24][C:25](=[O:31])[C@H:26]([O:30][CH3:32])[CH:27]([CH3:29])[CH3:28])[CH2:22][CH2:23]4)[CH2:12][CH2:11]3)[C:4]=2[O:3][CH2:2]1. Procedure: The title compound, white solid (6 mg, 50.5%), MS (ISP) m/z=446.3 [(M+H)+], was prepared in accordance with the general method of example 62 from (R)-trans-N-{4-[2-(4-Benzo[1,3]dioxol-4-yl-piperazin-1-yl)-ethyl]-cyclohexyl}-2-hydroxy-3-methyl-butyramide (11.5 mg, 26.6 mmol) and methyl iodide. The reactants are O=C(O)CNC(=O)OCc1ccccc1, C(=NC1CCCCC1)=NC1CCCCC1, ClCCl, Nn1cccc1C(=O)c1ccccc1. Product: O=C(CNC(=O)OCc1ccccc1)Nn1cccc1C(=O)c1ccccc1. Reaction SMILES: [C:30](=[O:31])([O:32][CH2:33][c:34]1[cH:35][cH:36][cH:37][cH:38][cH:39]1)[NH:40][CH2:41][C:42](=[O:43])[OH:44].[CH:1]1([N:2]=[C:3]=[N:4][CH:5]2[CH2:6][CH2:7][CH2:8][CH2:9][CH2:10]2)[CH2:11][CH2:12][CH2:13][CH2:14][CH2:15]1.[Cl:45][CH2:46][Cl:47].[NH2:16][n:17]1[c:18]([C:22]([c:23]2[cH:24][cH:25][cH:26][cH:27][cH:28]2)=[O:29])[cH:19][cH:20][cH:21]1>>[NH:16]([n:17]1[c:18]([C:22]([c:23]2[cH:24][cH:25][cH:26][cH:27][cH:28]2)=[O:29])[cH:19][cH:20][cH:21]1)[C:42]([CH2:41][NH:40][C:30](=[O:31])[O:32][CH2:33][c:34]1[cH:35][cH:36][cH:37][cH:38][cH:39]1)=[O:43]. Starting materials: CN(C)C1(c2ccccc2)CCC(CC(=O)N2CCCC(c3c[nH]c4ccccc34)C2)CC1, CCC(C)=O, C[Si](C)(C)Cl. Product: CN(C)C1(c2ccccc2)CCC(CC(=O)N2CCCC(c3c[nH]c4ccccc34)C2)CC1, Cl. RXN SMILES: [CH3:1][N:2]([C:3]1([c:27]2[cH:28][cH:29][cH:30][cH:31][cH:32]2)[CH2:4][CH2:5][CH:6]([CH2:9][C:10](=[O:11])[N:12]2[CH2:13][CH:14]([c:18]3[cH:19][nH:20][c:21]4[cH:22][cH:23][cH:24][cH:25][c:26]34)[CH2:15][CH2:16][CH2:17]2)[CH2:7][CH2:8]1)[CH3:33].[CH3:39][C:40]([CH2:41][CH3:42])=[O:43].[Cl:34][Si:35]([CH3:36])([CH3:37])[CH3:38]>>[CH3:1][N:2]([C:3]1([c:27]2[cH:28][cH:29][cH:30][cH:31][cH:32]2)[CH2:4][CH2:5][CH:6]([CH2:9][C:10](=[O:11])[N:12]2[CH2:13][CH:14]([c:18]3[cH:19][nH:20][c:21]4[cH:22][cH:23][cH:24][cH:25][c:26]34)[CH2:15][CH2:16][CH2:17]2)[CH2:7][CH2:8]1)[CH3:33].[ClH:34]. Reactants: CC(C)(C)[Si](C)(C)C#Cc1ccc(Br)cn1, C1COCCO1, CO, OB(O)Oc1ccc(Cl)cc1, [Na+], [Na+], O=C([O-])[O-]. The product is CC(C)(C)[Si](C)(C)C#Cc1ccc(-c2ccc(Cl)cc2)cn1. Reaction SMILES: [Br:9][c:10]1[cH:11][cH:12][c:13]([C:16]#[C:17][Si:18]([CH3:19])([CH3:20])[C:21]([CH3:22])([CH3:23])[CH3:24])[n:14][cH:15]1.[CH2:36]1[O:37][CH2:38][CH2:39][O:40][CH2:41]1.[CH3:1][OH:2].[Cl:25][c:26]1[cH:27][cH:28][c:29]([O:32][B:33]([OH:34])[OH:35])[cH:30][cH:31]1.[Na+:3].[Na+:4].[O-:5][C:6](=[O:7])[O-:8]>>[c:10]1(-[c:29]2[cH:28][cH:27][c:26]([Cl:25])[cH:31][cH:30]2)[cH:11][cH:12][c:13]([C:16]#[C:17][Si:18]([CH3:19])([CH3:20])[C:21]([CH3:22])([CH3:23])[CH3:24])[n:14][cH:15]1. Reactants: NC1=NC=2C=CC(=CC2C2=C1N=CN2CC(C)C)C=O (4-Amino-1-isobutyl-1H-imidazo[4,5-c]quinoline-8-carbaldehyde), COC=1C=C(CN)C=CC1 (3-methoxybenzylamine). Solvent: ClCCl (dichloromethane), CO (methanol). Run at time 30 minute. The product is C(C(C)C)N1C=NC=2C(=NC=3C=CC(=CC3C21)CNCC2=CC(=CC=C2)OC)N (1-isobutyl-8-{[(3-methoxybenzyl)amino]methyl}-1H-imidazo[4,5-c]quinolin-4-amine). The yield is 9.7%. As a reaction SMILES: [NH2:1][C:2]1[C:11]2[N:12]=[CH:13][N:14]([CH2:15][CH:16]([CH3:18])[CH3:17])[C:10]=2[C:9]2[CH:8]=[C:7]([CH:19]=O)[CH:6]=[CH:5][C:4]=2[N:3]=1.[CH3:21][O:22][C:23]1[CH:24]=[C:25]([CH:28]=[CH:29][CH:30]=1)[CH2:26][NH2:27]>CO.ClCCl>[CH2:15]([N:14]1[C:10]2[C:9]3[CH:8]=[C:7]([CH2:19][NH:27][CH2:26][C:25]4[CH:28]=[CH:29][CH:30]=[C:23]([O:22][CH3:21])[CH:24]=4)[CH:6]=[CH:5][C:4]=3[N:3]=[C:2]([NH2:1])[C:11]=2[N:12]=[CH:13]1)[CH:16]([CH3:18])[CH3:17]. Procedure details: 4-Amino-1-isobutyl-1H-imidazo[4,5-c]quinoline-8-carbaldehyde (237 mg, 0.66 mmol) and 3-methoxybenzylamine (100 mg, 1.3 mmol) were combined in methanol (25 mL) and dichloromethane (1 mL). The solution was purged with nitrogen gas and a 1M solution of sodium cyanoborohydride in THF (2 mL) was added. The reaction was stirred for 30 minutes. Additional sodium cyanoborohydride in THF (1M, 1 mL) was added and the reaction was stirred for an additional 15 minutes. Aqueous sodium carbonate (1%, 0.25 mL)...